Dataset: the Open Reaction Database (ORD), a public repository of structured organic reaction records. Task: describe an organic reaction: reactants, conditions, products, and yield Starting materials: C(C)(C)(C)OC(=O)N1CCC(CC1)COC1=C(C=CC(=C1)NC=1OC2=C(N1)C=C(C=C2)OC2=CC(=NC=C2)C(NC)=O)Cl (4-{2-Chloro-5-[5-(2-methylcarbamoyl-pyridin-4-yloxy)-benzoxazol-2-ylamino]-phenoxymethyl}-piperidine-1-carboxylic acid tert-butyl ester). The solvent is C(=O)(C(F)(F)F)O (TFA). Run at time 2 hour. Yields the product CNC(=O)C1=NC=CC(=C1)OC=1C=CC2=C(N=C(O2)NC2=CC(=C(C=C2)Cl)OCC2CCNCC2)C1 (4-{2-[4-Chloro-3-(piperidin-4-ylmethoxy)-phenylamino]-benzoxazol-5-yloxy}-pyridine-2-carboxylic acid methylamide). RXN SMILES: C(OC([N:8]1[CH2:13][CH2:12][CH:11]([CH2:14][O:15][C:16]2[CH:21]=[C:20]([NH:22][C:23]3[O:24][C:25]4[CH:31]=[CH:30][C:29]([O:32][C:33]5[CH:38]=[CH:37][N:36]=[C:35]([C:39](=[O:42])[NH:40][CH3:41])[CH:34]=5)=[CH:28][C:26]=4[N:27]=3)[CH:19]=[CH:18][C:17]=2[Cl:43])[CH2:10][CH2:9]1)=O)(C)(C)C>C(O)(C(F)(F)F)=O>[CH3:41][NH:40][C:39]([C:35]1[CH:34]=[C:33]([O:32][C:29]2[CH:30]=[CH:31][C:25]3[O:24][C:23]([NH:22][C:20]4[CH:19]=[CH:18][C:17]([Cl:43])=[C:16]([O:15][CH2:14][CH:11]5[CH2:12][CH2:13][NH:8][CH2:9][CH2:10]5)[CH:21]=4)=[N:27][C:26]=3[CH:28]=2)[CH:38]=[CH:37][N:36]=1)=[O:42]. Procedure details: 4-{2-Chloro-5-[5-(2-methylcarbamoyl-pyridin-4-yloxy)-benzoxazol-2-ylamino]-phenoxymethyl}-piperidine-1-carboxylic acid tert-butyl ester was dissolved in TFA (2 mL). After stirring for 2 h at RT, the mixture was concentrated in vacuo and taken up into EtOAc and washed with NaOH, then NaHCO3 (sat). The organic layer was dried with Na2SO4, filtered and evaporated. The title compound was obtained after purification by prepatory HPLC as a white solid. MS(MH+)=508.1; Calc'd 507.17 for C26H26ClN5O4. Reactants: NCC12C3=CC=CC=C3C(C=3C=CC=CC13)C2 (9-aminomethyl-9,10-dihydro-9,10-methanoanthracene), C(C)(=O)OC(C)=O (acetic anhydride), C(C)O (ethanol). Run in O (water). Product: C(C)(=O)C12C3=CC=CC=C3C(C=3C=CC=C(C13)CN)C2 (9-acetyl-aminomethyl-9,10-dihydro-9,10-methanoanthracene). Reaction SMILES: [NH2:1][CH2:2][C:3]12[CH2:17][CH:10]([C:11]3[CH:12]=[CH:13][CH:14]=[CH:15][C:16]=31)[C:9]1[C:4]2=[CH:5][CH:6]=[CH:7][CH:8]=1.C(OC(=O)C)(=O)C.[CH2:25]([OH:27])[CH3:26]>O>[C:25]([C:15]12[CH2:17][CH:10]([C:11]3[CH:12]=[CH:13][CH:14]=[C:3]([CH2:2][NH2:1])[C:16]=31)[C:9]1[C:8]2=[CH:7][CH:6]=[CH:5][CH:4]=1)(=[O:27])[CH3:26]. Procedure: A solution of 9-aminomethyl-9,10-dihydro-9,10-methanoanthracene (235 mg) and acetic anhydride (217 mg) in ethanol (5.0 ml) was refluxed for 3 hours. The reaction mixture was diluted with water and extracted with ethyl acetate. The ethyl acetate extract was washed with water, aqueous sodium bicarbonate and water, dried over anhydrous sodium sulfate and evaporated to dryness to give 9-acetyl-aminomethyl-9,10-dihydro-9,10-methanoanthracene. M.P. 184°-185.5° C. The reactants are CC(=O)O[BH-](OC(C)=O)OC(C)=O, O=C([O-])O, Cc1nn(C)cc1C=O, CC(=O)O, CCOCC, ClCCl, CC(C)(C)OC(=O)Nc1ccccc1NC(=O)c1ccc(C2CCNCC2)cc1, [Na+], [Na+]. The product is Cc1nn(C)cc1CN1CCC(c2ccc(C(=O)Nc3ccccc3NC(=O)OC(C)(C)C)cc2)CC1. As a reaction SMILES: [C:43]([O:44][BH-:45]([O:46][C:47](=[O:48])[CH3:49])[O:50][C:51](=[O:52])[CH3:53])(=[O:54])[CH3:55].[C:57](=[O:58])([OH:59])[O-:60].[CH3:30][n:31]1[n:32][c:33]([CH3:38])[c:34]([CH:36]=[O:37])[cH:35]1.[CH3:39][C:40](=[O:41])[OH:42].[CH3:65][CH2:66][O:67][CH2:68][CH3:69].[Cl:62][CH2:63][Cl:64].[NH:1]1[CH2:2][CH2:3][CH:4]([c:7]2[cH:8][cH:9][c:10]([C:11](=[O:12])[NH:13][c:14]3[c:15]([NH:20][C:21]([O:22][C:23]([CH3:24])([CH3:25])[CH3:26])=[O:27])[cH:16][cH:17][cH:18][cH:19]3)[cH:28][cH:29]2)[CH2:5][CH2:6]1.[Na+:56].[Na+:61]>>[N:1]1([CH2:36][c:34]2[c:33]([CH3:38])[n:32][n:31]([CH3:30])[cH:35]2)[CH2:2][CH2:3][CH:4]([c:7]2[cH:8][cH:9][c:10]([C:11](=[O:12])[NH:13][c:14]3[c:15]([NH:20][C:21]([O:22][C:23]([CH3:24])([CH3:25])[CH3:26])=[O:27])[cH:16][cH:17][cH:18][cH:19]3)[cH:28][cH:29]2)[CH2:5][CH2:6]1. Reactants: ClCCl, CS(=O)(=O)Cl, CCOC(C)=O, CCCCCC, Cc1cc(N)cc(C)c1S(=O)(=O)C[N+](=O)[O-], C1CCOC1, O, c1ccncc1. Yields the product Cc1cc(NS(C)(=O)=O)cc(C)c1S(=O)(=O)C[N+](=O)[O-]. As a reaction SMILES: [CH2:40]([Cl:41])[Cl:42].[CH3:1][S:2]([Cl:3])(=[O:4])=[O:5].[CH3:34][CH2:35][O:36][C:37](=[O:38])[CH3:39].[CH3:43][CH2:44][CH2:45][CH2:46][CH2:47][CH3:48].[CH3:6][c:7]1[cH:8][c:9]([NH2:10])[cH:11][c:12]([CH3:21])[c:13]1[S:14](=[O:15])(=[O:16])[CH2:17][N+:18](=[O:19])[O-:20].[O:29]1[CH2:30][CH2:31][CH2:32][CH2:33]1.[OH2:28].[cH:22]1[cH:23][cH:24][n:25][cH:26][cH:27]1>>[CH3:1][S:2](=[O:4])(=[O:5])[NH:10][c:9]1[cH:8][c:7]([CH3:6])[c:13]([S:14](=[O:15])(=[O:16])[CH2:17][N+:18](=[O:19])[O-:20])[c:12]([CH3:21])[cH:11]1. Reactants: ClC=1C=C2CCNC2=CC1 (5-chloroindoline), product, Cl (hydrochloride), N(=O)[O-].[Na+] (sodium nitrite). The solvent is O (water). The product is ClC=1C=C2CCN(C2=CC1)N=O (5-Chloro-1-nitrosoindoline). RXN SMILES: [Cl:1][C:2]1[CH:3]=[C:4]2[C:8](=[CH:9][CH:10]=1)[NH:7][CH2:6][CH2:5]2.Cl.[N:12]([O-])=[O:13].[Na+]>O>[Cl:1][C:2]1[CH:3]=[C:4]2[C:8](=[CH:9][CH:10]=1)[N:7]([N:12]=[O:13])[CH2:6][CH2:5]2 |f:2.3|. Reported procedure: A mixture of 77 g. (0.5 mole) of 5-chloroindoline, 80 ml. of concentrated hydrochloride acid and 500 ml. of crushed ice was stirred while a solution of 35 g. of sodium nitrite in 100 ml. of water was added over five minutes. The temperature was kept between 10°C. to 15°C. by addition of ice. The mixture was stirred for 1 hour and then filtered. Recrystallization of the product from benzene-isooctane gave 57 g. (68%) of product which melted at 120°-122°C. Reactants: C(C)(C)(C)C=1N=C(C2=C(N1)N(N=N2)CC2=CC=C(C=C2)OC)N2CCOCC2 (4-(5-tert-butyl-3-(4-methoxybenzyl)-3H-[1,2,3]triazolo[4,5-d]pyrimidin-7-yl)morpholine), C(C)(C)(C)C=1N=C(C2=C(N1)N(N=N2)CC2=CC=C(C=C2)OC)Cl (5-tert-butyl-7-chloro-3-(4-methoxybenzyl)-3H-[1,2,3]triazolo[4,5-d]pyrimidine), Cl.OC[C@@H]1NCC[C@@H]1O ((2S,3S)-2-(hydroxymethyl)pyrrolidin-3-ol hydrochloride). Yields the product C(C)(C)(C)C=1N=C(C2=C(N1)N(N=N2)CC2=CC=C(C=C2)OC)N2[C@H]([C@H](CC2)O)CO ((2S,3S)-1-[5-tert-Butyl-3-(4-methoxy-benzyl)-3H-[1,2,3]triazolo[4,5-d]pyrimidin-7-yl]-2-hydroxymethyl-pyrrolidin-3-ol). Reaction SMILES: [C:1]([C:5]1[N:6]=[C:7]([N:23]2[CH2:28][CH2:27][O:26][CH2:25][CH2:24]2)[C:8]2[N:13]=[N:12][N:11]([CH2:14][C:15]3[CH:20]=[CH:19][C:18]([O:21][CH3:22])=[CH:17][CH:16]=3)[C:9]=2[N:10]=1)([CH3:4])([CH3:3])[CH3:2].C(C1N=C(Cl)C2N=NN(CC3C=C[C:46]([O:49]C)=CC=3)C=2N=1)(C)(C)C.Cl.OC[C@H]1[C@@H](O)CCN1>>[C:1]([C:5]1[N:6]=[C:7]([N:23]2[CH2:24][CH2:25][C@H:27]([OH:26])[C@@H:28]2[CH2:46][OH:49])[C:8]2[N:13]=[N:12][N:11]([CH2:14][C:15]3[CH:16]=[CH:17][C:18]([O:21][CH3:22])=[CH:19][CH:20]=3)[C:9]=2[N:10]=1)([CH3:4])([CH3:3])[CH3:2] |f:2.3|. Reported procedure: In analogy to the procedure described for the synthesis of 4-(5-tert-butyl-3-(4-methoxybenzyl)-3H-[1,2,3]triazolo[4,5-d]pyrimidin-7-yl)morpholine (example 58, step c), the title compound was prepared from 5-tert-butyl-7-chloro-3-(4-methoxybenzyl)-3H-[1,2,3]triazolo[4,5-d]pyrimidine and (2S,3S)-2-(hydroxymethyl)pyrrolidin-3-ol hydrochloride and isolated as light-yellow gum. MS (m/e): 413.4 (MH+). Yields the product C=CCOP(=O)(OCC=C)OCc1c(C)cccc1C(=O)Cl. Reactants: C=CCOP(=O)(OCC=C)OCc1c(C)cccc1C(=O)O, CN(C)C=O, O=C(Cl)C(=O)Cl, ClCCl. As a reaction SMILES: [CH2:1]([CH:2]=[CH2:3])[O:4][P:5](=[O:6])([O:7][CH2:8][CH:9]=[CH2:10])[O:11][CH2:12][c:13]1[c:14]([C:15](=[O:16])[OH:17])[cH:18][cH:19][cH:20][c:21]1[CH3:22].[CH3:23][N:24]([CH3:25])[CH:26]=[O:27].[Cl:28][C:29]([C:30]([Cl:31])=[O:32])=[O:33].[Cl:34][CH2:35][Cl:36]>>[CH2:1]([CH:2]=[CH2:3])[O:4][P:5](=[O:6])([O:7][CH2:8][CH:9]=[CH2:10])[O:11][CH2:12][c:13]1[c:14]([C:15](=[O:16])[Cl:28])[cH:18][cH:19][cH:20][c:21]1[CH3:22]. Reactants: NC1=CC=CC=C1 (aniline), [N+](=O)([O-])C1=CC=CC=C1 (mononitrobenzene), cast iron, [Fe+2] (iron (II)), [Cl-].[Al+3].[Cl-].[Cl-] (aluminum chloride). Product: NC1=CC=CC=C1 (aniline), [O-2].[Fe+2] (iron oxide). Reaction SMILES: [NH2:1][C:2]1[CH:7]=[CH:6][CH:5]=[CH:4][CH:3]=1.[N+](C1C=CC=CC=1)([O-])=[O:9].[Fe+2:17].[Cl-].[Al+3].[Cl-].[Cl-]>>[NH2:1][C:2]1[CH:7]=[CH:6][CH:5]=[CH:4][CH:3]=1.[O-2:9].[Fe+2:17] |f:3.4.5.6,8.9|. Reported procedure: In the aniline process (described e.g., in U.S. Pat. No. 4,145,228), however, mononitrobenzene is reacted with cast iron scrap in the presence of iron (II) and/or aluminum chloride solutions to produce both aniline and iron oxide. Separation of the crude aniline from the iron oxide is not as easily achieved as separation of iron oxide from water. In fact, such separation is commonly carried out in two stages. In the initial separation stage, crude aniline and a slurry in which iron oxide, water ... Starting materials: O (water), C([O-])([O-])=O.[K+].[K+] (potassium carbonate), OC1=C(C=O)C=C(C=C1)I (2-Hydroxy-5-iodobenzaldehyde), C(C1=CC=CC=C1)Cl (benzyl chloride). Solvent: CN(C=O)C (dimethylformamide). Run at temperature 120 celsius. Yields the product C(C1=CC=CC=C1)OC1=C(C=O)C=C(C=C1)I (2-Benzyloxy-5-iodobenzaldehyde). As a reaction SMILES: C(=O)([O-])[O-].[K+].[K+].[OH:7][C:8]1[CH:15]=[CH:14][C:13]([I:16])=[CH:12][C:9]=1[CH:10]=[O:11].[CH2:17](Cl)[C:18]1[CH:23]=[CH:22][CH:21]=[CH:20][CH:19]=1.O>CN(C)C=O>[CH2:17]([O:7][C:8]1[CH:15]=[CH:14][C:13]([I:16])=[CH:12][C:9]=1[CH:10]=[O:11])[C:18]1[CH:23]=[CH:22][CH:21]=[CH:20][CH:19]=1 |f:0.1.2|. Reported procedure: 67.2 g (0.48 mol) of potassium carbonate are added to a solution of 100 g (0.40 mol) of 2-hydroxy-5-iodobenzaldehyde (Example 1A) in 1.5 l of dimethylformamide and, after a few minutes, 51 ml (0.44 mol) of benzyl chloride are added. The reaction mixture is stirred under reflux at 120° C. for 24 h. After stirring at RT for a further 24 h and the addition of 1.5 l of water, a solid crystallizes out. The precipitate is collected by suction filtration, washed twice with water and dried in vacuo. The...